From a dataset of the Open Reaction Database (ORD), a public repository of structured organic reaction records. describe an organic reaction: reactants, conditions, products, and yield Yields the product Cc1ccc2c(c1)C(NC(=O)CCCN1CCN(c3ccc(F)cc3)CC1)c1ccccc1CS2. RXN SMILES: [CH2:52]([Cl:53])[Cl:54].[CH:37]1([N:38]=[C:39]=[N:40][CH:41]2[CH2:42][CH2:43][CH2:44][CH2:45][CH2:46]2)[CH2:47][CH2:48][CH2:49][CH2:50][CH2:51]1.[F:18][c:19]1[cH:20][cH:21][c:22]([N:25]2[CH2:26][CH2:27][N:28]([CH2:31][CH2:32][CH2:33][C:34](=[O:35])[OH:36])[CH2:29][CH2:30]2)[cH:23][cH:24]1.[NH2:1][CH:2]1[c:3]2[c:4]([cH:13][cH:14][c:15]([CH3:17])[cH:16]2)[S:5][CH2:6][c:7]2[c:8]1[cH:9][cH:10][cH:11][cH:12]2>>[NH:1]([CH:2]1[c:3]2[c:4]([cH:13][cH:14][c:15]([CH3:17])[cH:16]2)[S:5][CH2:6][c:7]2[c:8]1[cH:9][cH:10][cH:11][cH:12]2)[C:34]([CH2:33][CH2:32][CH2:31][N:28]1[CH2:27][CH2:26][N:25]([c:22]2[cH:21][cH:20][c:19]([F:18])[cH:24][cH:23]2)[CH2:30][CH2:29]1)=[O:35]. Starting materials: ClCCl, C(=NC1CCCCC1)=NC1CCCCC1, O=C(O)CCCN1CCN(c2ccc(F)cc2)CC1, Cc1ccc2c(c1)C(N)c1ccccc1CS2.